This data is from the Open Reaction Database (ORD), a public repository of structured organic reaction records. The task is: describe an organic reaction: reactants, conditions, products, and yield Starting materials: CC=1C(=NC(=CC1)COC(C)=O)C1=NC=CC=C1 (3-methyl-6-acetoxymethyl-2,2'-bipyridine), Cl (hydrochloric acid). The solvent is [OH-].[Na+] (sodium hydroxide), C(C)O (ethanol). The product is CC=1C(=NC(=CC1)CO)C1=NC=CC=C1 (3-methyl-6-hydroxymethyl-2,2'-bipyridine). As a reaction SMILES: [CH3:1][C:2]1[C:3]([C:13]2[CH:18]=[CH:17][CH:16]=[CH:15][N:14]=2)=[N:4][C:5]([CH2:8][O:9]C(=O)C)=[CH:6][CH:7]=1.Cl>[OH-].[Na+].C(O)C>[CH3:1][C:2]1[C:3]([C:13]2[CH:18]=[CH:17][CH:16]=[CH:15][N:14]=2)=[N:4][C:5]([CH2:8][OH:9])=[CH:6][CH:7]=1 |f:2.3|. Procedure details: 1.4 g (5.8 mmols) of 3-methyl-6-acetoxymethyl-2,2'-bipyridine are boiled under reflux for 30 minutes in a mixture of 20 ml of 10% sodium hydroxide solution and 15 ml of ethanol. After cooling, the mixture is acidified with hydrochloric acid and washed with twice 20 ml of ethyl acetate. The aqueous phase is rendered alkaline with potassium carbonate, and the reaction product is extracted with 40 ml of ethyl acetate. After drying over sodium sulfate and concentration in vacuo, the 3-methyl-6-hydro... The product is COC(CN(C(C1=CC(=CC(=C1)C(F)(F)F)S(=O)(=O)C)=O)C=1C=NC=CC1C1=C(C=CC=C1)Cl)=O ([[4-(2-Chloro-phenyl)-pyridin-3-yl]-(3-methanesulfonyl-5-trifluoromethyl-benzoyl)-amino]-acetic acid methyl ester). Reaction SMILES: [CH3:1][O:2][C:3](=[O:19])[CH2:4][NH:5][C:6]1[CH:7]=[N:8][CH:9]=[CH:10][C:11]=1[C:12]1[CH:17]=[CH:16][CH:15]=[CH:14][C:13]=1[Cl:18].[CH3:20][S:21]([C:24]1[CH:25]=[C:26]([CH:30]=[C:31]([C:33]([F:36])([F:35])[F:34])[CH:32]=1)[C:27](O)=[O:28])(=[O:23])=[O:22]>>[CH3:1][O:2][C:3](=[O:19])[CH2:4][N:5]([C:6]1[CH:7]=[N:8][CH:9]=[CH:10][C:11]=1[C:12]1[CH:17]=[CH:16][CH:15]=[CH:14][C:13]=1[Cl:18])[C:27](=[O:28])[C:26]1[CH:30]=[C:31]([C:33]([F:36])([F:34])[F:35])[CH:32]=[C:24]([S:21]([CH3:20])(=[O:23])=[O:22])[CH:25]=1. Starting materials: COC(CNC=1C=NC=CC1C1=C(C=CC=C1)Cl)=O ([4-(2-chloro-phenyl)-pyridin-3-ylamino]-acetic acid methyl ester), CS(=O)(=O)C=1C=C(C(=O)O)C=C(C1)C(F)(F)F (3-(methylsulfonyl)-5-(trifluoromethyl)benzoic acid). Procedure: The title compound was prepared in analogy to example 90, from [4-(2-chloro-phenyl)-pyridin-3-ylamino]-acetic acid methyl ester and 3-(methylsulfonyl)-5-(trifluoromethyl)benzoic acid (example 114, intermediate a) after a reaction time of 6 hours at room temperature. The compound was purified by silica gel chromatography on a 20 g column using an MPLC (Flashmaster) system eluting with a gradient of n-heptane:EtOAc (100:0 to 0:100). Light red foam (25%). MS (ESI): m/z=527.066 [M+H]+.